From a dataset of the Open Reaction Database (ORD), a public repository of structured organic reaction records. describe an organic reaction: reactants, conditions, products, and yield Reactants: N1C(=O)NC(=O)C1 (hydantoin), O.N (ammonia water), ClCCOCCO (2-(2-chloroethoxy) ethanol), OC1=CC=C(C=O)C=C1 (4-hydroxybenzaldehyde), ClCCOCCO (2-(2-chloroethoxyl)ethanol), C([O-])([O-])=O.[K+].[K+] (potassium carbonate). The solvent is C(C)#N (acetonitrile), O (water). Reaction conditions: temperature 105 celsius. Product: OCCOCCOC1=CC=C(C=C2C(NC(N2)=O)=O)C=C1 (5-[4-[2-(2-hydroxyethoxy)ethoxy]benzylidene]hydantoin). Isolated yield 84.4%. As a reaction SMILES: [OH:1][C:2]1[CH:9]=[CH:8][C:5]([CH:6]=O)=[CH:4][CH:3]=1.Cl[CH2:11][CH2:12][O:13][CH2:14][CH2:15][OH:16].C(=O)([O-])[O-].[K+].[K+].[NH:23]1[CH2:29][C:27](=[O:28])[NH:26][C:24]1=[O:25].O.N>O.C(#N)C>[OH:16][CH2:15][CH2:14][O:13][CH2:12][CH2:11][O:1][C:2]1[CH:9]=[CH:8][C:5]([CH:6]=[C:29]2[NH:23][C:24](=[O:25])[NH:26][C:27]2=[O:28])=[CH:4][CH:3]=1 |f:2.3.4,6.7|. Reported procedure: In a 300 mL egg-plant shaped flask, 14.7 g (120 mmol) of 4-hydroxybenzaldehyde was mixed with 16.4 g (132 mmol) of 2-(2-chloroethoxyl)ethanol, 33.2 g (240 mmol) of potassium carbonate, and 150 mL of acetonitrile. The mixture was heated at 105° C. for 14 hours with stirring. Thereafter, 1.49 g (12.0 mmol) of 2-(2-chloroethoxy) ethanol was further added, and the mixture was heated at 105° C. for 30 hours with stirring. After the liquid reaction mixture was cooled to room temperature, the solid was... Reactants: C1(=CC=CC=C1)C(=[N+]=[N-])C1=CC=CC=C1 (diphenyldiazomethane), C(=O)(OC(C)(C)C)N[C@H](CO)C(=O)O ((2R)-BOC-serine). Run in C(Cl)Cl (methylene chloride), C(Cl)Cl (methylene chloride). Run at time 2 hour. Yields the product C1(=CC=CC=C1)C(C1=CC=CC=C1)OC([C@H](NC(=O)OC(C)(C)C)CO)=O ((2R)-N-BOC-serine diphenylmethyl ester). RXN SMILES: [C:1]1([C:7]([C:10]2[CH:15]=[CH:14][CH:13]=[CH:12][CH:11]=2)=[N+]=[N-])[CH:6]=[CH:5][CH:4]=[CH:3][CH:2]=1.[C:16]([NH:23][C@@H:24]([C:27]([OH:29])=[O:28])[CH2:25][OH:26])([O:18][C:19]([CH3:22])([CH3:21])[CH3:20])=[O:17]>C(Cl)Cl>[C:1]1([CH:7]([O:29][C:27](=[O:28])[C@@H:24]([CH2:25][OH:26])[NH:23][C:16]([O:18][C:19]([CH3:20])([CH3:22])[CH3:21])=[O:17])[C:10]2[CH:15]=[CH:14][CH:13]=[CH:12][CH:11]=2)[CH:6]=[CH:5][CH:4]=[CH:3][CH:2]=1. Reported procedure: A solution of approximately 214 g of diphenyldiazomethane in 1 l of methylene chloride is added dropwise at 22°, while cooling, to a solution of 236.7 g of the resulting crude (2R)-BOC-serine in 700 ml of methylene chloride and the mixture is stirred for 11/2 hours at 20°. The mixture is concentrated by evaporation in vacuo, the residue is taken up in ethyl acetate and washed at 0° with a phosphate buffer of a pH of 2.0 then of a pH of 7.0. The dried organic phase yields a crystalline residue on...